This data is from the Open Reaction Database (ORD), a public repository of structured organic reaction records. The task is: describe an organic reaction: reactants, conditions, products, and yield Reactants: C(C)(C)(C)OC(=O)N1CCC(CC1)C1=NOC2=C1C=CC(=C2O)F (4-(6-fluoro-7-hydroxy-benzo[d]isoxazol-3-yl)-piperidine-1-carboxylic acid tert-butyl ester), CC(C)([O-])C.[K+] (potassium tertbutoxide), IC (iodomethane). The solvent is CN1C(CCC1)=O (N-methyl-2-pyrrolidone). Run at time 6 hour. Yields the product C(C)(C)(C)OC(=O)N1CCC(CC1)C1=NOC2=C1C=CC(=C2OC)F (4-(6-Fluoro-7-methoxy-benzo[d]isoxazol-3-yl)-piperidine-1-carboxylic acid tert-butyl ester). The yield is 90.1%. Reaction SMILES: [C:1]([O:5][C:6]([N:8]1[CH2:13][CH2:12][CH:11]([C:14]2[C:18]3[CH:19]=[CH:20][C:21]([F:24])=[C:22]([OH:23])[C:17]=3[O:16][N:15]=2)[CH2:10][CH2:9]1)=[O:7])([CH3:4])([CH3:3])[CH3:2].[CH3:25]C(C)([O-])C.[K+].IC>CN1CCCC1=O>[C:1]([O:5][C:6]([N:8]1[CH2:9][CH2:10][CH:11]([C:14]2[C:18]3[CH:19]=[CH:20][C:21]([F:24])=[C:22]([O:23][CH3:25])[C:17]=3[O:16][N:15]=2)[CH2:12][CH2:13]1)=[O:7])([CH3:4])([CH3:2])[CH3:3] |f:1.2|. Procedure details: To a stirred solution of 4-(6-fluoro-7-hydroxy-benzo[d]isoxazol-3-yl)-piperidine-1-carboxylic acid tert-butyl ester (1.28 g, 3.80 mmol) in N-methyl-2-pyrrolidone (33 mL) was added potassium tertbutoxide (2.09 g, 17.12 mmoles). To the resulting deep red solution was added iodomethane (1.20 mL, 19.02 mmoles). The resulting yellow solution was stirred at room temperature for 6 hours when the reaction was quenched with water (55 mL) and acidified with HClaq. The resulting mixture was extracted with ... Starting materials: Cc1ccc(-c2c(NS(=O)(=O)c3ccc(C(C)(C)C)cc3)ncnc2OCCOc2ccc(OCc3ccccc3)cc2)cc1, CCO, C1CCOC1. Product: Cc1ccc(-c2c(NS(=O)(=O)c3ccc(C(C)(C)C)cc3)ncnc2OCCOc2ccc(O)cc2)cc1. As a reaction SMILES: [C:1]([CH3:2])([CH3:3])([CH3:4])[c:5]1[cH:6][cH:7][c:8]([S:11](=[O:12])(=[O:13])[NH:14][c:15]2[n:16][cH:17][n:18][c:19]([O:28][CH2:29][CH2:30][O:31][c:32]3[cH:33][cH:34][c:35]([O:38][CH2:39][c:40]4[cH:41][cH:42][cH:43][cH:44][cH:45]4)[cH:36][cH:37]3)[c:20]2-[c:21]2[cH:22][cH:23][c:24]([CH3:27])[cH:25][cH:26]2)[cH:9][cH:10]1.[CH2:51]([OH:52])[CH3:53].[O:46]1[CH2:47][CH2:48][CH2:49][CH2:50]1>>[C:1]([CH3:2])([CH3:3])([CH3:4])[c:5]1[cH:6][cH:7][c:8]([S:11](=[O:12])(=[O:13])[NH:14][c:15]2[n:16][cH:17][n:18][c:19]([O:28][CH2:29][CH2:30][O:31][c:32]3[cH:33][cH:34][c:35]([OH:38])[cH:36][cH:37]3)[c:20]2-[c:21]2[cH:22][cH:23][c:24]([CH3:27])[cH:25][cH:26]2)[cH:9][cH:10]1. Product: C(C1=CC=CC=C1)N1C(SC(C1=O)=C1N(C2=CC=CC=C2C=C1)C)=NC=1C=C(C#N)C=CC1NCC (3-[3-benzyl-5-(1-methyl-1H-quinolin-2-ylidene)-4-oxothiazolidin-2-ylideneamino]-4-ethylaminobenzonitrile). As a reaction SMILES: C1(C)C=CC(S([O-])(=O)=O)=CC=1.[CH3:12][N+:13]1[C:22]2[C:17](=[CH:18][CH:19]=[CH:20][CH:21]=2)[CH:16]=[CH:15][C:14]=1SC.[CH2:25]([N:32]1[C:36](=[O:37])[CH2:35][S:34][C:33]1=[N:38][C:39]1[CH:40]=[C:41]([CH:44]=[CH:45][C:46]=1[NH:47][CH2:48][CH3:49])[C:42]#[N:43])[C:26]1[CH:31]=[CH:30][CH:29]=[CH:28][CH:27]=1>>[CH2:25]([N:32]1[C:36](=[O:37])[C:35](=[C:14]2[CH:15]=[CH:16][C:17]3[C:22](=[CH:21][CH:20]=[CH:19][CH:18]=3)[N:13]2[CH3:12])[S:34][C:33]1=[N:38][C:39]1[CH:40]=[C:41]([CH:44]=[CH:45][C:46]=1[NH:47][CH2:48][CH3:49])[C:42]#[N:43])[C:26]1[CH:31]=[CH:30][CH:29]=[CH:28][CH:27]=1 |f:0.1|. Reported procedure: In a manner similar to Example 45, intermediate 1-methyl-2-methylthioquinolinium p-toluenesulfonate was condensed with 3-(3-benzyl-4-oxothiazolidin-2-ylideneamino)-4-ethylaminobenzonitrile to afford the title compound. 1H-NMR (CDCl3): δ 7.41–7.58 (4H, m), 7.20–7.38 (9H, m), 6.49 (1H, d), 5.16 (2H, s), 3.79 (3, brs), 3.01 (2H, q), 1.02 (3H, t); MS(ESI): 492 (MH+). Reactants: C1(=CC=C(C=C1)S(=O)(=O)[O-])C.C[N+]1=C(C=CC2=CC=CC=C12)SC (1-methyl-2-methylthioquinolinium p-toluenesulfonate), C(C1=CC=CC=C1)N1C(SCC1=O)=NC=1C=C(C#N)C=CC1NCC (3-(3-benzyl-4-oxothiazolidin-2-ylideneamino)-4-ethylaminobenzonitrile). Solvent: O1CCCC1 (tetrahydrofuran). As a reaction SMILES: [F:1][C:2]1[CH:3]=[CH:4][C:5]2[N:11]3[C:12]([CH2:15]Cl)=[N:13][N:14]=[C:10]3[CH2:9][N:8]=[C:7]([C:17]3[CH:22]=[CH:21][CH:20]=[CH:19][C:18]=3[Cl:23])[C:6]=2[CH:24]=1.[I-].[K+].[CH2:27]([NH2:30])[CH:28]=[CH2:29]>O1CCCC1>[F:1][C:2]1[CH:3]=[CH:4][C:5]2[N:11]3[C:12]([CH2:15][NH:30][CH2:27][CH:28]=[CH2:29])=[N:13][N:14]=[C:10]3[CH2:9][N:8]=[C:7]([C:17]3[CH:22]=[CH:21][CH:20]=[CH:19][C:18]=3[Cl:23])[C:6]=2[CH:24]=1 |f:1.2|. Product: FC=1C=CC2=C(C(=NCC=3N2C(=NN3)CNCC=C)C3=C(C=CC=C3)Cl)C1 (8-fluoro-1-[(allyl-amino)methyl]-6-(o-chlorophenyl)-4H-s-triazolo[4,3-a]-[1,4]benzodiazepine). Procedure: In the manner given in Example 31, 8-fluoro-1-(chloromethyl)-6-(o-chlorophenyl)-4H-s-triazolo[4,3-a]-[1,4]benzodiazepine, potassium iodide and allylamine in tetrahydrofuran are reacted to give 8-fluoro-1-[(allyl-amino)methyl]-6-(o-chlorophenyl)-4H-s-triazolo[4,3-a]-[1,4]benzodiazepine. Starting materials: FC=1C=CC2=C(C(=NCC=3N2C(=NN3)CCl)C3=C(C=CC=C3)Cl)C1 (8-fluoro-1-(chloromethyl)-6-(o-chlorophenyl)-4H-s-triazolo[4,3-a]-[1,4]benzodiazepine), [I-].[K+] (potassium iodide), C(C=C)N (allylamine). The reactants are C1(=CC=CC=C1)CC(=O)N=C=S (2-phenylethanoyl isothiocyanate), C1(=CC=CC=C1)CC(=O)Cl (2-phenylethanoyl chloride), COC=1C=C2C(=CC=NC2=CC1OC)OC1=C(C(=C(N)C=C1)C)C (4-[(6,7-Dimethoxy-4-quinolyl)oxy]-2,3-dimethylaniline). Solvent: C(C)O (ethanol), C(C)O (ethanol), C1(=CC=CC=C1)C (toluene). Conditions: time 2 hour. Product: C1(=CC=CC=C1)CC(=O)N=C=S (2-Phenylethanoyl isothiocyanate), COC=1C=C2C(=CC=NC2=CC1OC)OC1=C(C(=C(C=C1)NC(=S)NC(CC1=CC=CC=C1)=O)C)C (N-{4-[(6,7-Dimethoxy-4-quinolyl)oxy]-2,3-dimethylphenyl}-N′-(2-phenylacetyl)thiourea). Isolated yield 58.0%. Reaction SMILES: C1(CC(Cl)=O)C=CC=CC=1.[CH3:11][O:12][C:13]1[CH:14]=[C:15]2[C:20](=[CH:21][C:22]=1[O:23][CH3:24])[N:19]=[CH:18][CH:17]=[C:16]2[O:25][C:26]1[CH:32]=[CH:31][C:29]([NH2:30])=[C:28]([CH3:33])[C:27]=1[CH3:34].[C:35]1([CH2:41][C:42]([N:44]=[C:45]=[S:46])=[O:43])[CH:40]=[CH:39][CH:38]=[CH:37][CH:36]=1>C1(C)C=CC=CC=1.C(O)C>[C:35]1([CH2:41][C:42]([N:44]=[C:45]=[S:46])=[O:43])[CH:40]=[CH:39][CH:38]=[CH:37][CH:36]=1.[CH3:11][O:12][C:13]1[CH:14]=[C:15]2[C:20](=[CH:21][C:22]=1[O:23][CH3:24])[N:19]=[CH:18][CH:17]=[C:16]2[O:25][C:26]1[CH:32]=[CH:31][C:29]([NH:30][C:45]([NH:44][C:42](=[O:43])[CH2:41][C:35]2[CH:36]=[CH:37][CH:38]=[CH:39][CH:40]=2)=[S:46])=[C:28]([CH3:33])[C:27]=1[CH3:34]. Procedure: 2-Phenylethanoyl isothiocyanate was prepared using commercially available 2-phenylethanoyl chloride (80 mg) as a starting compound according to the description of the literature. 4-[(6,7-Dimethoxy-4-quinolyl)oxy]-2,3-dimethylaniline (50 mg) was dissolved in toluene (5 ml) and ethanol (1 ml) to prepare a solution. A solution of 2-phenylethanoyl isothiocyanate in ethanol (1 ml) was then added to the solution, and the mixture was stirred at room temperature for 2 hr. The reaction solution was conce... The reactants are O=C(O)Cc1ccc(Br)cc1, CCC(C)(CC)N=C=NC, CN1CCOCC1, Cl, Nc1ccc2cnn(CCN3CCCC3)c2c1, CN(C)C=O, On1nnc2ccccc21. The product is O=C(Cc1ccc(Br)cc1)Nc1ccc2cnn(CCN3CCCC3)c2c1. As a reaction SMILES: [Br:18][c:19]1[cH:20][cH:21][c:22]([CH2:25][C:26](=[O:27])[OH:28])[cH:23][cH:24]1.[CH2:30]([C:31]([CH3:32])([N:33]=[C:34]=[N:35][CH3:36])[CH2:37][CH3:38])[CH3:39].[CH3:50][N:51]1[CH2:52][CH2:53][O:54][CH2:55][CH2:56]1.[ClH:29].[N:1]1([CH2:6][CH2:7][n:8]2[n:9][cH:10][c:11]3[cH:12][cH:13][c:14]([NH2:17])[cH:15][c:16]23)[CH2:2][CH2:3][CH2:4][CH2:5]1.[O:57]=[CH:58][N:59]([CH3:60])[CH3:61].[OH:40][n:41]1[c:42]2[cH:43][cH:44][cH:45][cH:46][c:47]2[n:48][n:49]1>>[N:1]1([CH2:6][CH2:7][n:8]2[n:9][cH:10][c:11]3[cH:12][cH:13][c:14]([NH:17][C:26]([CH2:25][c:22]4[cH:21][cH:20][c:19]([Br:18])[cH:24][cH:23]4)=[O:27])[cH:15][c:16]23)[CH2:2][CH2:3][CH2:4][CH2:5]1.